Task: describe an organic reaction: reactants, conditions, products, and yield. Dataset: the Open Reaction Database (ORD), a public repository of structured organic reaction records The reactants are NC(=O)c1cc2c(s1)SCC(=O)N2Cc1ccccc1, CCOC(C)=O, Cl, O, Cc1ccc(S(=O)(=O)Cl)cc1, c1ccncc1. The product is N#Cc1cc2c(s1)SCC(=O)N2Cc1ccccc1. As a reaction SMILES: [CH2:1]([c:2]1[cH:3][cH:4][cH:5][cH:6][cH:7]1)[N:8]1[c:9]2[c:10]([s:15][c:16]([C:18]([NH2:19])=[O:20])[cH:17]2)[S:11][CH2:12][C:13]1=[O:14].[CH3:32][CH2:33][O:34][C:35](=[O:36])[CH3:37].[ClH:38].[OH2:45].[c:21]1([CH3:22])[cH:23][cH:24][c:25]([S:26]([Cl:27])(=[O:28])=[O:29])[cH:30][cH:31]1.[cH:39]1[cH:40][cH:41][n:42][cH:43][cH:44]1>>[CH2:1]([c:2]1[cH:3][cH:4][cH:5][cH:6][cH:7]1)[N:8]1[c:9]2[c:10]([s:15][c:16]([C:18]#[N:19])[cH:17]2)[S:11][CH2:12][C:13]1=[O:14]. Reported procedure: 0.295 g of a 50% w/w dispersion of sodium hydride in mineral oil was added to a solution of 1.55 g of 2-[2-(3-methoxyphenyl)ethyl]phenol (prepared as described in Preparation 21) in 60 ml of dimethylacetamide, whilst ice-cooling and stirring, and the mixture was stirred at the same temperature for 15 minutes. 2.50 g of (S)-1-t-butoxycarbonyl-3-(p-toluenesulfonyloxymethyl)piperidine were then added to the mixture, whilst ice-cooling, and the mixture was stirred at the same temperature for 30 minu... Run at time 6 hour. Reaction SMILES: [H-].[Na+].[CH3:3][O:4][C:5]1[CH:6]=[C:7]([CH2:11][CH2:12][C:13]2[CH:18]=[CH:17][CH:16]=[CH:15][C:14]=2[OH:19])[CH:8]=[CH:9][CH:10]=1.[C:20]([O:24][C:25]([N:27]1[CH2:32][CH2:31][CH2:30][C@H:29]([CH2:33]OS(C2C=CC(C)=CC=2)(=O)=O)[CH2:28]1)=[O:26])([CH3:23])([CH3:22])[CH3:21].C(OCC)(=O)C>CC(N(C)C)=O.O>[C:20]([O:24][C:25]([N:27]1[CH2:32][CH2:31][CH2:30][C@H:29]([CH2:33][O:19][C:14]2[CH:15]=[CH:16][CH:17]=[CH:18][C:13]=2[CH2:12][CH2:11][C:7]2[CH:8]=[CH:9][CH:10]=[C:5]([O:4][CH3:3])[CH:6]=2)[CH2:28]1)=[O:26])([CH3:23])([CH3:21])[CH3:22] |f:0.1|. The solvent is O (water), CC(=O)N(C)C (dimethylacetamide). Yields the product C(C)(C)(C)OC(=O)N1C[C@H](CCC1)COC1=C(C=CC=C1)CCC1=CC(=CC=C1)OC ((S)-1-t-Butoxycarbonyl-3-{2-[2-(3-methoxyphenyl) ethyl]phenoxymethyl}piperidine). Reactants: C(C)(=O)OCC (ethyl acetate), [H-].[Na+] (sodium hydride), COC=1C=C(C=CC1)CCC1=C(C=CC=C1)O (2-[2-(3-methoxyphenyl)ethyl]phenol), C(C)(C)(C)OC(=O)N1C[C@H](CCC1)COS(=O)(=O)C1=CC=C(C=C1)C ((S)-1-t-butoxycarbonyl-3-(p-toluenesulfonyloxymethyl)piperidine). Yield: 96.5%. Starting materials: C(C)I (ethyl iodide), C([O-])([O-])=O.[K+].[K+] (potassium carbonate), IC1=C(C=CC(=C1)[N+](=O)[O-])O (2-iodo-4-nitrophenol), C(C)(=O)OCC (ethyl acetate). Solvent: CN(C=O)C (N,N-dimethylformamide). The product is C(C)OC1=C(C=C(C=C1)[N+](=O)[O-])I (1-ethoxy-2-iodo-4-nitrobenzene). Yield: 22.4%. As a reaction SMILES: [I:1][C:2]1[CH:7]=[C:6]([N+:8]([O-:10])=[O:9])[CH:5]=[CH:4][C:3]=1[OH:11].[CH2:12](I)[CH3:13].C(=O)([O-])[O-].[K+].[K+].C(OCC)(=O)C>CN(C)C=O>[CH2:12]([O:11][C:3]1[CH:4]=[CH:5][C:6]([N+:8]([O-:10])=[O:9])=[CH:7][C:2]=1[I:1])[CH3:13] |f:2.3.4|. Reported procedure: A suspension of 2-iodo-4-nitrophenol (21 g, 79.2 mmol) [ref: Kometani, T.; Watt, D. S.; Ji, T., Tetrahedron Lett. (1985), 26(17), 2043], ethyl iodide (9 mL, 0.48 mol) and potassium carbonate (40.7 g, 0.3 mol) in 100 mL of N,N-dimethylformamide was heated at 70° C. for 3 hours. The reaction was cooled to room temperature and ethyl acetate was added. The inorganic salts were filtered and washed with ethyl acetate. The organic material was washed with water (3×) and brine, dried over magnesium sulf...